From a dataset of the Open Reaction Database (ORD), a public repository of structured organic reaction records. describe an organic reaction: reactants, conditions, products, and yield The reactants are CC(C(=O)O)C (2-methyl propanoic acid), C(C(=O)Cl)(=O)Cl (oxalyl chloride), C(C(CO)(CO)N)O (trisamine), C([O-])([O-])=O (carbonate), BrC=1N=C2C(=NC1)NC=C2N (2-bromo-5H-pyrrolo[2,3-b]pyrazin-7-amine). Run in O1CCOCC1 (dioxane), CN(C)C=O (DMF). Conditions: temperature 50 celsius, time 30 minute. Yields the product BrC=1N=C2C(=NC1)NC=C2NC(C(C)C)=O (N-(2-bromo-5H-pyrrolo[2,3-b]pyrazin-7-yl)isobutyramide). RXN SMILES: [CH3:1][CH:2]([CH3:6])[C:3](O)=[O:4].C(Cl)(=O)C(Cl)=O.[Br:13][C:14]1[N:15]=[C:16]2[C:22]([NH2:23])=[CH:21][NH:20][C:17]2=[N:18][CH:19]=1.C(O)C(N)(CO)CO.C(=O)([O-])[O-]>O1CCOCC1.CN(C=O)C>[Br:13][C:14]1[N:15]=[C:16]2[C:22]([NH:23][C:3](=[O:4])[CH:2]([CH3:6])[CH3:1])=[CH:21][NH:20][C:17]2=[N:18][CH:19]=1. Procedure: To a solution of 2-methyl propanoic acid (62.06 mg, 65.46 μL, 0.7044 mmol) in dioxane (1 mL) with DMF was added oxalyl chloride (87.9 mg, 60.43 μL, 0.6927 mmol) at ambient temperature. The resulting solution was stirred for 30 minutes at this temperature. To this solution was added 2-bromo-5H-pyrrolo[2,3-b]pyrazin-7-amine (50 mg, 0.2347 mmol) and this was stirred for a further 4 hours at ambient temperature. The reaction mixture was then heated to 50° C. for 1 hour. After this time trisamine res... Reactants: [Al+3], C1CCOC1, Cc1ccc2c(c1)Nc1c(cnn1C)C(=O)N2, [H-], [H-], [H-], [H-], [Li+], N. Product: Cc1ccc2c(c1)Nc1c(cnn1C)CN2. Reaction SMILES: [Al+3:19].[CH2:25]1[O:26][CH2:27][CH2:28][CH2:29]1.[CH3:1][n:2]1[n:3][cH:4][c:5]2[c:11]1[NH:10][c:9]1[c:8]([cH:15][cH:14][c:13]([CH3:16])[cH:12]1)[NH:7][C:6]2=[O:17].[H-:18].[H-:21].[H-:22].[H-:23].[Li+:20].[NH3:24]>>[CH3:1][n:2]1[n:3][cH:4][c:5]2[c:11]1[NH:10][c:9]1[c:8]([cH:15][cH:14][c:13]([CH3:16])[cH:12]1)[NH:7][CH2:6]2. Reactants: ClC1=CC=C(C=C1)NS(=O)(=O)C1=CC(=CC=C1)OC (N-(4-chlorophenyl)-3-methoxy-benzenesulfonamide), [H-].[Na+] (sodium hydride), BrCC(=O)OC (methyl bromoacetate), BrCC(=O)OC (Methyl bromoacetate). The solvent is C1CCOC1 (THF). Conditions: temperature 25 celsius, time 30 minute. The product is COC(CN(S(=O)(=O)C1=CC(=CC=C1)OC)C1=CC=C(C=C1)Cl)=O ([(4-Chlorophenyl)-(3-methoxy-benzenesulphonyl)-amino]-acetic acid methyl ester). Reaction SMILES: [Cl:1][C:2]1[CH:7]=[CH:6][C:5]([NH:8][S:9]([C:12]2[CH:17]=[CH:16][CH:15]=[C:14]([O:18][CH3:19])[CH:13]=2)(=[O:11])=[O:10])=[CH:4][CH:3]=1.[H-].[Na+].Br[CH2:23][C:24]([O:26][CH3:27])=[O:25]>C1COCC1>[CH3:27][O:26][C:24](=[O:25])[CH2:23][N:8]([C:5]1[CH:6]=[CH:7][C:2]([Cl:1])=[CH:3][CH:4]=1)[S:9]([C:12]1[CH:17]=[CH:16][CH:15]=[C:14]([O:18][CH3:19])[CH:13]=1)(=[O:11])=[O:10] |f:1.2|. Reported procedure: To a solution of N-(4-chlorophenyl)-3-methoxy-benzenesulfonamide (900 mg, 3.02 mmol) in anhydrous THF (40 mL) was added sodium hydride (146 mg, 3.62 mmol) at 0-5° C. under nitrogen. The mixture was stirred at 25° C. for 30 minutes. Methyl bromoacetate (463 mg, 3.02 mmol) was then added, stirred for 1 h at 25° C. A further amount of methyl bromoacetate (232 mg, 1.51 mmol) was added, and stirring continued for another 12 h. The reaction mixture was quenched with saturated aqueous ammonium chloride... Conditions: time 30 minute. Procedure: 11.79 g of the 6-((4-chlorobutyl)thiomethyl)imidazo[1,2-a]pyridine prepared in the Preparative Example 7 was dissolved in 160 ml of dichloromethane. The obtained solution was cooled with ice, followed by the addition of 7.99 g of m-chloroperbenzoic acid in about 40 minutes. The obtained mixture was stirred. After 30 minutes, 0.4 g of m-chloroperbenzoic acid was further added thereto. The obtained mixture was additionally stirred for one hour, followed by the addition of an aqueous solution of so... Yields the product ClCCCCS(=O)CC=1C=CC=2N(C1)C=CN2 (6-((4-Chlorobutyl)sulfinylmethyl)imidazo[1,2-a]pyridine). The reagents and catalysts are ClC1=CC(=CC=C1)C(=O)OO (m-chloroperbenzoic acid). The reactants are ClCCCCSCC=1C=CC=2N(C1)C=CN2 (6-((4-chlorobutyl)thiomethyl)imidazo[1,2-a]pyridine), ClC1=CC(=CC=C1)C(=O)OO (m-chloroperbenzoic acid), S(=S)(=O)([O-])[O-].[Na+].[Na+] (sodium thiosulfate). Solvent: ClCCl (dichloromethane). Reaction SMILES: [Cl:1][CH2:2][CH2:3][CH2:4][CH2:5][S:6][CH2:7][C:8]1[CH:9]=[CH:10][C:11]2[N:12]([CH:14]=[CH:15][N:16]=2)[CH:13]=1.ClC1C=CC=C(C(OO)=[O:25])C=1.S([O-])([O-])(=O)=S.[Na+].[Na+]>ClCCl.ClC1C=CC=C(C(OO)=O)C=1>[Cl:1][CH2:2][CH2:3][CH2:4][CH2:5][S:6]([CH2:7][C:8]1[CH:9]=[CH:10][C:11]2[N:12]([CH:14]=[CH:15][N:16]=2)[CH:13]=1)=[O:25] |f:2.3.4|. Isolated yield 75.9%. The reactants are C(C#C)Br (propargyl bromide), C1=CC(=C(C=C1Cl)Cl)C(=O)CCl (ω-chloro-2,4-dichloroacetophenone), [Cl-].[NH4+] (ammonium chloride), II (iodine), [Al] (aluminum). Reagents/catalysts: [Hg](Cl)Cl (mercury(II) chloride). Solvent: O1CCCC1 (tetrahydrofuran), O1CCCC1 (tetrahydrofuran), O1CCCC1 (tetrahydrofuran). Reaction conditions: temperature 20 celsius, time 10 hour. Yields the product ClCC(CC#C)(O)C1=C(C=C(C=C1)Cl)Cl (5-chloro-4-(2,4-dichlorophenyl)-pent-1-in-4-ol). Yield: 86.1%. Reaction SMILES: II.[Al].[CH2:4](Br)[C:5]#[CH:6].[CH:8]1[C:13]([Cl:14])=[CH:12][C:11]([Cl:15])=[C:10]([C:16]([CH2:18][Cl:19])=[O:17])[CH:9]=1.[Cl-].[NH4+]>O1CCCC1.[Hg](Cl)Cl>[Cl:19][CH2:18][C:16]([C:10]1[CH:9]=[CH:8][C:13]([Cl:14])=[CH:12][C:11]=1[Cl:15])([OH:17])[CH2:6][C:5]#[CH:4] |f:4.5|. Procedure details: A pinch of mercury(II) chloride and an iodine crystal are added to 13 g (0.48 mol) of aluminum (in the form of flakes), the substances are covered with a layer of 60 ml of tetrahydrofuran and the mixture is stirred for 10 hours at 20° C. The mixture is then warmed to 60° C., and a solution of 84.5 g (0.71 mol) of propargyl bromide in 85 ml of tetrahydrofuran is added dropwise. The mixture is then cooled to -60° C., and a solution of 111.7 g (0.5 mol) of ω-chloro-2,4-dichloroacetophenone in 165 m...